This data is from the Open Reaction Database (ORD), a public repository of structured organic reaction records. The task is: describe an organic reaction: reactants, conditions, products, and yield The reactants are FC(C1=CC=C(CON=C(CC)C2=CC=C(C=C2)NC(C)=O)C=C1)(F)F (N-(4-(1-(((4-(Trifluoromethyl)benzyl)oxy)imino)propyl)phenyl)acetamide), [OH-].[K+] (potassium hydroxide). The solvent is C(C)O (ethanol), O (water). Reaction conditions: temperature 85 celsius, time 36 hour. Yields the product FC(C1=CC=C(CON=C(CC)C2=CC=C(C=C2)N)C=C1)(F)F (1-(4-Aminophenyl)propan-1-one O-(4-(trifluoromethyl)benzyl)oxime). Yield: 84.6%. Reaction SMILES: [F:1][C:2]([F:26])([F:25])[C:3]1[CH:24]=[CH:23][C:6]([CH2:7][O:8][N:9]=[C:10]([C:13]2[CH:18]=[CH:17][C:16]([NH:19]C(=O)C)=[CH:15][CH:14]=2)[CH2:11][CH3:12])=[CH:5][CH:4]=1.[OH-].[K+]>C(O)C.O>[F:1][C:2]([F:25])([F:26])[C:3]1[CH:24]=[CH:23][C:6]([CH2:7][O:8][N:9]=[C:10]([C:13]2[CH:18]=[CH:17][C:16]([NH2:19])=[CH:15][CH:14]=2)[CH2:11][CH3:12])=[CH:5][CH:4]=1 |f:1.2|. Procedure: To a solution of the product of step 1 (10 g, 0.0275 moles) in ethanol (70 ml), a solution of potassium hydroxide (6.15 g, 0.1098 moles) in water (30 ml) was added and the reaction mixture was stirred at 80-90° C. for 36 hours. The reaction mixture was poured into ice cold water and extracted by dichloromethane. The combined dichloromethane extract was washed with water and brine, dried over sodium sulphate and evapourated under reduced pressure to yield 7.5 gm (84%) of product as liquid.